Task: describe an organic reaction: reactants, conditions, products, and yield. Dataset: the Open Reaction Database (ORD), a public repository of structured organic reaction records Starting materials: C1(=CC=CC=C1)P(C1=CC=CC=C1)C1=CC=CC=C1 (triphenylphosphine), N(=NC(=O)OCC)C(=O)OCC (diethyl azodicarboxylate), C1(=CC=CC=C1)P(=O)(C1=CC=CC=C1)N=[N+]=[N-] (diphenylphosphoryl azide), ClC1=CC=C(C=C1)[C@@H]([C@H](C)O)C\C=C\C1=CC2=CC=CC=C2C=C1 ((2S*,3S*,5E)-3-(4-chlorophenyl)-6-(2-naphthyl)-5-hexen-2-ol). Solvent: O1CCCC1 (tetrahydrofuran). Product: [N-]=[N+]=[N-].ClC1=CC=C(C=C1)C(CC=CC1=CC2=CC=CC=C2C=C1)CC (azide 4-(4-chlorophenyl)-1-(2-naphthyl)-1-hexene). Reaction SMILES: [Cl:1][C:2]1[CH:7]=[CH:6][C:5]([C@H:8]([CH2:12]/[CH:13]=[CH:14]/[C:15]2[CH:24]=[CH:23][C:22]3[C:17](=[CH:18][CH:19]=[CH:20][CH:21]=3)[CH:16]=2)[C@@H:9](O)[CH3:10])=[CH:4][CH:3]=1.C1(P(C2C=CC=CC=2)C2C=CC=CC=2)C=CC=CC=1.N(C(OCC)=O)=NC(OCC)=O.C1(P([N:70]=[N+:71]=[N-:72])(C2C=CC=CC=2)=O)C=CC=CC=1>O1CCCC1>[N-:70]=[N+:71]=[N-:72].[Cl:1][C:2]1[CH:7]=[CH:6][C:5]([CH:8]([CH2:9][CH3:10])[CH2:12][CH:13]=[CH:14][C:15]2[CH:24]=[CH:23][C:22]3[C:17](=[CH:18][CH:19]=[CH:20][CH:21]=3)[CH:16]=2)=[CH:4][CH:3]=1 |f:5.6|. Procedure details: 1.81 g of the alcohol thus obtained was dissolved in 18 ml of tetrahydrofuran, and 2.11 g of triphenylphosphine, 1.27 ml of diethyl azodicarboxylate and 1.73 g of diphenylphosphoryl azide were added under cooling with ice under stirring, followed by stirring at room temperature for 30 minutes. The reaction solution was evaporated to dryness under reduced pressure, and then the residue was purified by silica gel column chromatography (hexane/ethyl acetate=50/1) to obtain 1.59 g of (4S*,5S*,5E)-5-... Reactants: CCc1nc2c(cnn2CC)c(NC2CCOCC2)c1CNC(=O)c1ccc(C(=O)NCc2cccc(-c3cccc(CN4CCN(C(=O)OC(C)(C)C)CC4)c3)c2)cc1, CC#N, O=C(O)C(F)(F)F, O. The product is CCc1nc2c(cnn2CC)c(NC2CCOCC2)c1CNC(=O)c1ccc(C(=O)NCc2cccc(-c3cccc(CN4CCNCC4)c3)c2)cc1. Reaction SMILES: [CH2:1]([CH3:2])[n:3]1[n:4][cH:5][c:6]2[c:7]1[n:8][c:9]([CH2:59][CH3:60])[c:10]([CH2:19][NH:20][C:21](=[O:22])[c:23]1[cH:24][cH:25][c:26]([C:29](=[O:30])[NH:31][CH2:32][c:33]3[cH:34][c:35](-[c:39]4[cH:40][c:41]([CH2:45][N:46]5[CH2:47][CH2:48][N:49]([C:52]([O:53][C:54]([CH3:55])([CH3:56])[CH3:57])=[O:58])[CH2:50][CH2:51]5)[cH:42][cH:43][cH:44]4)[cH:36][cH:37][cH:38]3)[cH:27][cH:28]1)[c:11]2[NH:12][CH:13]1[CH2:14][CH2:15][O:16][CH2:17][CH2:18]1.[CH3:68][C:69]#[N:70].[F:61][C:62]([F:63])([F:64])[C:65]([OH:66])=[O:67].[OH2:71]>>[CH2:1]([CH3:2])[n:3]1[n:4][cH:5][c:6]2[c:7]1[n:8][c:9]([CH2:59][CH3:60])[c:10]([CH2:19][NH:20][C:21](=[O:22])[c:23]1[cH:24][cH:25][c:26]([C:29](=[O:30])[NH:31][CH2:32][c:33]3[cH:34][c:35](-[c:39]4[cH:40][c:41]([CH2:45][N:46]5[CH2:47][CH2:48][NH:49][CH2:50][CH2:51]5)[cH:42][cH:43][cH:44]4)[cH:36][cH:37][cH:38]3)[cH:27][cH:28]1)[c:11]2[NH:12][CH:13]1[CH2:14][CH2:15][O:16][CH2:17][CH2:18]1. The reactants are [C@H]1([C@H](O)[C@@H](O)[C@H](O)[C@H](O1)CO)N([C@H](C(=O)O)CC1=CC=C(O)C(O)=C1)C (α-glucosyl methyldopa), 3-α-glucosyl methyldopa, [C@H]1([C@H](O)[C@@H](O)[C@H](O)[C@H](O1)CO)N([C@H](C(=O)O)CC1=CC=C(O)C(O)=C1)C (α-glucosyl methyldopa), CN[C@H](C(=O)O)CC1=CC=C(O)C(O)=C1 (methyldopa), 4-α-glucosyl methyldopa. Yields the product CN[C@H](C(=O)O)CC1=CC=C(O)C(O)=C1.O[C@@H]1[C@H](O)[C@@H](O)[C@H](O)[C@H](O1)CO (α-Glucose methyldopa). As a reaction SMILES: [C@H:1]1([N:12](C)[C@@H:13]([CH2:17][C:18]2[CH:25]=[C:23]([OH:24])[C:21]([OH:22])=[CH:20][CH:19]=2)[C:14]([OH:16])=[O:15])[O:9][C@H:8]([CH2:10][OH:11])[C@@H:6]([OH:7])[C@H:4]([OH:5])[C@H:2]1[OH:3].CN[C@@H](CC1C=C(O)C(O)=CC=1)C(O)=[O:31]>>[CH3:1][NH:12][C@@H:13]([CH2:17][C:18]1[CH:25]=[C:23]([OH:24])[C:21]([OH:22])=[CH:20][CH:19]=1)[C:14]([OH:16])=[O:15].[OH:31][C@H:1]1[O:9][C@H:8]([CH2:10][OH:11])[C@@H:6]([OH:7])[C@H:4]([OH:5])[C@H:2]1[OH:3] |f:2.3|. Procedure details: A fraction containing α-glucosyl methyldopa was recovered, concentrated in vacuo and pulverized to obtain a white α-glucosyl methyldopa preparation in the yield of about 55% against the weight of the material methyldopa, d.s.b. High-performance liquid chromatography (HPLC) analysis of the preparation revealed that it contained about 60% 3-α-glucosyl methyldopa and about 40% 4-α-glucosyl methyldopa. The reactants are N#CCCc1ccccc1Cl, [Fe+3], O=[N+]([O-])[O-], O=[N+]([O-])[O-], O=[N+]([O-])[O-], N, [NH4+], [Na], O=[N+]([O-])[O-]. Yields the product N#CC1=Cc2ccccc21. Reaction SMILES: [Cl:3][c:4]1[c:5]([CH2:10][CH2:11][C:12]#[N:13])[cH:6][cH:7][cH:8][cH:9]1.[Fe+3:23].[N+:19]([O-:20])([O-:21])=[O:22].[N+:24]([O-:25])([O-:26])=[O:27].[N+:28]([O-:29])([O-:30])=[O:31].[NH3:1].[NH4+:14].[Na:2].[O-:15][N+:16](=[O:17])[O-:18]>>[c:4]12[c:5]([cH:6][cH:7][cH:8][cH:9]1)[CH:10]=[C:11]2[C:12]#[N:13].